This data is from the Open Reaction Database (ORD), a public repository of structured organic reaction records. The task is: describe an organic reaction: reactants, conditions, products, and yield The reactants are ClC1=C(C(=CC(=C1)C)C)NC(CCCCCl)=O (5-Chloropentanoic acid (2-chloro-4,6-dimethylphenyl)amide), CC(C)([O-])C.[K+] (potassium t-butoxide), [I-].[Na+] (sodium iodide). Run in C(C)(C)(C)O (t-butanol). Conditions: temperature 60 celsius, time 3 hour. The product is ClC1=C(C(=CC(=C1)C)C)N1C(CCCC1)=O (1-(2-chloro-4,6-dimethylphenyl)piperidin-2-one). Isolated yield 100.5%. RXN SMILES: [Cl:1][C:2]1[CH:7]=[C:6]([CH3:8])[CH:5]=[C:4]([CH3:9])[C:3]=1[NH:10][C:11](=[O:17])[CH2:12][CH2:13][CH2:14][CH2:15]Cl.CC(C)([O-])C.[K+].[I-].[Na+]>C(O)(C)(C)C>[Cl:1][C:2]1[CH:7]=[C:6]([CH3:8])[CH:5]=[C:4]([CH3:9])[C:3]=1[N:10]1[CH2:15][CH2:14][CH2:13][CH2:12][C:11]1=[O:17] |f:1.2,3.4|. Procedure: 5-Chloropentanoic acid (2-chloro-4,6-dimethylphenyl)amide (21.7 g), potassium t-butoxide (9.34 g), and sodium iodide (1.2 g) were combined in 200 mL t-butanol and the mixture was stirred in a 60° C. oil bath for 3 h. After cooling to room temperature, the reaction mixture was partitioned between ethyl acetate and water. The aqueous phase was washed with additional ethyl acetate. The organic phases were washed with brine, dried with magnesium sulfate, and concentrated to give 18.9 g of 1-(2-chlor... Starting materials: O=C(CO)Nc1c[nH]c2ncc(Br)c(F)c12, CCCCO, CCN(C(C)C)C(C)C, CC(C)(C)OC(=O)NC1CCCNC1. Product: CC(C)(C)OC(=O)NC1CCCN(c2c(Br)cnc3[nH]cc(NC(=O)CO)c23)C1. RXN SMILES: [Br:1][c:2]1[c:3]([F:16])[c:4]2[c:5]([n:6][cH:7]1)[nH:8][cH:9][c:10]2[NH:11][C:12]([CH2:13][OH:14])=[O:15].[CH2:40]([OH:41])[CH2:42][CH2:43][CH3:44].[CH:31]([N:32]([CH2:33][CH3:34])[CH:35]([CH3:36])[CH3:37])([CH3:38])[CH3:39].[NH:17]1[CH2:18][CH:19]([NH:23][C:24]([O:25][C:26]([CH3:27])([CH3:28])[CH3:29])=[O:30])[CH2:20][CH2:21][CH2:22]1>>[Br:1][c:2]1[c:3]([N:17]2[CH2:18][CH:19]([NH:23][C:24]([O:25][C:26]([CH3:27])([CH3:28])[CH3:29])=[O:30])[CH2:20][CH2:21][CH2:22]2)[c:4]2[c:5]([n:6][cH:7]1)[nH:8][cH:9][c:10]2[NH:11][C:12]([CH2:13][OH:14])=[O:15].